From a dataset of the Open Reaction Database (ORD), a public repository of structured organic reaction records. describe an organic reaction: reactants, conditions, products, and yield As a reaction SMILES: [NH2:1][C:2]1[CH:7]=[CH:6][C:5]([CH2:8][CH2:9][C:10]2[N:11]=[C:12]3[CH:17]=[C:16]([O:18][CH3:19])[CH:15]=[CH:14][N:13]3[C:20]=2[CH3:21])=[CH:4][C:3]=1[OH:22].[CH3:23][N:24]=[C:25]=[O:26].C(OCC)(=O)C>O1CCCC1.CO>[OH:22][C:3]1[CH:4]=[C:5]([CH2:8][CH2:9][C:10]2[N:11]=[C:12]3[CH:17]=[C:16]([O:18][CH3:19])[CH:15]=[CH:14][N:13]3[C:20]=2[CH3:21])[CH:6]=[CH:7][C:2]=1[NH:1][C:25]([NH:24][CH3:23])=[O:26]. Conditions: time 1 hour. Yields the product OC=1C=C(C=CC1NC(=O)NC)CCC=1N=C2N(C=CC(=C2)OC)C1C (2-[2-{3-hydroxy-4-(3-methylureido)phenyl}ethyl]-7-methoxy-3-methylimidazo[1,2-a]pyridine). The reactants are NC1=C(C=C(C=C1)CCC=1N=C2N(C=CC(=C2)OC)C1C)O (2-[2-(4-amino-3-hydroxyphenyl)ethyl]-7-methoxy-3-methylimidazo[1,2-a]pyridine), CN=C=O (methyl isocyanate), C(C)(=O)OCC (ethyl acetate). Procedure details: A mixture of 2-[2-(4-amino-3-hydroxyphenyl)ethyl]-7-methoxy-3-methylimidazo[1,2-a]pyridine (2.5 g) and methyl isocyanate (0.6 ml) in tetrahydrofuran (25 ml) and methanol (2.5 ml) was stirred for 1 hour at ambient temperature. To the reaction mixture was added ethyl acetate (30 ml) and the resulting precipitate was collected by filtration. The precipitate was washed with ethyl acetate and dried to give 2-[2-{3-hydroxy-4-(3-methylureido)phenyl}ethyl]-7-methoxy-3-methylimidazo[1,2-a]pyridine (2.11 ... Run in O1CCCC1 (tetrahydrofuran), CO (methanol). Reaction SMILES: [CH2:12]([CH3:13])[CH:14]([CH2:15][Cl:16])[CH2:17][CH2:18][CH2:19][CH3:20].[CH3:1][O:2][C:3]([c:4]1[cH:5][cH:6][c:7]([OH:10])[cH:8][cH:9]1)=[O:11].[O:21]=[CH:22][N:23]([CH3:24])[CH3:25]>>[CH3:1][O:2][C:3]([c:4]1[cH:5][cH:6][c:7]([O:10][CH2:15][CH:14]([CH2:12][CH3:13])[CH2:17][CH2:18][CH2:19][CH3:20])[cH:8][cH:9]1)=[O:11]. The reactants are CCCCC(CC)CCl, COC(=O)c1ccc(O)cc1, CN(C)C=O. Product: CCCCC(CC)COc1ccc(C(=O)OC)cc1.